From a dataset of the Open Reaction Database (ORD), a public repository of structured organic reaction records. describe an organic reaction: reactants, conditions, products, and yield The reactants are CCCCCCn1cncc1C=O, CCCC[B+]CCCC, COC(=O)CCC=CCCC(=O)N1C(=O)OCCC1C(C)C, CCN(C(C)C)C(C)C, ClCCl, O=S(=O)([O-])C(F)(F)F. The product is CCCCCCn1cncc1C(O)C(CC=CCCC(=O)OC)C(=O)N1C(=O)OCCC1C(C)C. As a reaction SMILES: [CH2:49]([CH2:50][CH2:51][CH2:52][CH2:53][CH3:54])[n:55]1[cH:56][n:57][cH:58][c:59]1[CH:60]=[O:61].[CH2:9]([B+:10][CH2:11][CH2:12][CH2:13][CH3:14])[CH2:15][CH2:16][CH3:17].[CH:18]([CH3:19])([CH3:20])[CH:21]1[N:22]([C:28]([CH2:29][CH2:30][CH:31]=[CH:32][CH2:33][CH2:34][C:35](=[O:36])[O:37][CH3:38])=[O:39])[C:23](=[O:27])[O:24][CH2:25][CH2:26]1.[CH:40]([N:41]([CH:42]([CH3:43])[CH3:44])[CH2:45][CH3:46])([CH3:47])[CH3:48].[Cl:62][CH2:63][Cl:64].[S:1]([O-:2])([C:3]([F:4])([F:5])[F:6])(=[O:7])=[O:8]>>[CH:18]([CH3:19])([CH3:20])[CH:21]1[N:22]([C:28]([CH:29]([CH2:30][CH:31]=[CH:32][CH2:33][CH2:34][C:35](=[O:36])[O:37][CH3:38])[CH:60]([c:59]2[n:55]([CH2:49][CH2:50][CH2:51][CH2:52][CH2:53][CH3:54])[cH:56][n:57][cH:58]2)[OH:61])=[O:39])[C:23](=[O:27])[O:24][CH2:25][CH2:26]1. Reactants: BrCCCCCN1C(=O)N(C=2N=CN(C2C1=O)CCC)C (1-(5-bromopentyl)-3-methyl-7-propylxanthine), P(OCC)(OCC)[O-] (diethyl phosphite). Yields the product CN1C(N(C(C=2N(C=NC12)CCC)=O)CCCCCP(OCC)(OCC)=O)=O (Diethyl [5-(3-methyl-7-propylxanthin-1-yl)-pentyl]phosphonate). As a reaction SMILES: Br[CH2:2][CH2:3][CH2:4][CH2:5][CH2:6][N:7]1[C:16](=[O:17])[C:15]2[N:14]([CH2:18][CH2:19][CH3:20])[CH:13]=[N:12][C:11]=2[N:10]([CH3:21])[C:8]1=[O:9].[P:22]([O-:29])([O:26][CH2:27][CH3:28])[O:23][CH2:24][CH3:25]>>[CH3:21][N:10]1[C:11]2[N:12]=[CH:13][N:14]([CH2:18][CH2:19][CH3:20])[C:15]=2[C:16](=[O:17])[N:7]([CH2:6][CH2:5][CH2:4][CH2:3][CH2:2][P:22](=[O:29])([O:26][CH2:27][CH3:28])[O:23][CH2:24][CH3:25])[C:8]1=[O:9]. Reported procedure: The title substance was prepared from 1-(5-bromopentyl)-3-methyl-7-propylxanthine and diethyl phosphite analogously to Example 16. The reactants are O=C([O-])[O-], CN(C)C=O, COc1cc2c(Oc3cc4ccccc4nc3C)ccnc2cc1OCCCl, [K+], [K+], CCOC(=O)C1CCNCC1, O. Product: CCOC(=O)C1CCN(CCOc2cc3nccc(Oc4cc5ccccc5nc4C)c3cc2OC)CC1. Reaction SMILES: [C:34](=[O:35])([O-:36])[O-:37].[CH3:1][N:2]([CH3:3])[CH:4]=[O:5].[Cl:6][CH2:7][CH2:8][O:9][c:10]1[c:11]([O:32][CH3:33])[cH:12][c:13]2[c:14]([O:20][c:21]3[c:22]([CH3:31])[n:23][c:24]4[cH:25][cH:26][cH:27][cH:28][c:29]4[cH:30]3)[cH:15][cH:16][n:17][c:18]2[cH:19]1.[K+:38].[K+:39].[NH:40]1[CH2:41][CH2:42][CH:43]([C:46](=[O:47])[O:48][CH2:49][CH3:50])[CH2:44][CH2:45]1.[OH2:51]>>[CH2:7]([CH2:8][O:9][c:10]1[c:11]([O:32][CH3:33])[cH:12][c:13]2[c:14]([O:20][c:21]3[c:22]([CH3:31])[n:23][c:24]4[cH:25][cH:26][cH:27][cH:28][c:29]4[cH:30]3)[cH:15][cH:16][n:17][c:18]2[cH:19]1)[N:40]1[CH2:41][CH2:42][CH:43]([C:46](=[O:47])[O:48][CH2:49][CH3:50])[CH2:44][CH2:45]1. Starting materials: CC(C)(C)[O-].[K+] (potassium 2-methylpropan-2-olate), C1CCOC1 (THF), C1(CC1)C1=C(C(=NN1CC1=C(C=CC=C1)F)C1=NC=C(C(=N1)NC1=CC=NC=C1)OC)C (2-[5-cyclopropyl-1-(2-fluorobenzyl)-4-methyl-1H-pyrazol-3-yl]-5-methoxy-N-(pyridin-4-yl)pyrimidin-4-amine). Run in CC(C)(C)O (2-methylpropan-2-ol), CS(=O)C (dimethyl sulfoxide). Run at time 5 hour. The product is C1(CC1)C1=C(C(=NN1)C1=NC=C(C(=N1)NC1=CC=NC=C1)OC)C (2-(5-cyclopropyl-4-methyl-1H-pyrazol-3-yl)-5-methoxy-N-(pyridin-4-yl)pyrimidin-4-amine). As a reaction SMILES: [CH:1]1([C:4]2[N:8](CC3C=CC=CC=3F)[N:7]=[C:6]([C:17]3[N:22]=[C:21]([NH:23][C:24]4[CH:29]=[CH:28][N:27]=[CH:26][CH:25]=4)[C:20]([O:30][CH3:31])=[CH:19][N:18]=3)[C:5]=2[CH3:32])[CH2:3][CH2:2]1.CC([O-])(C)C.[K+].C1COCC1>CS(C)=O.CC(O)(C)C>[CH:1]1([C:4]2[NH:8][N:7]=[C:6]([C:17]3[N:22]=[C:21]([NH:23][C:24]4[CH:29]=[CH:28][N:27]=[CH:26][CH:25]=4)[C:20]([O:30][CH3:31])=[CH:19][N:18]=3)[C:5]=2[CH3:32])[CH2:3][CH2:2]1 |f:1.2|. Procedure details: 410 mg of 2-[5-cyclopropyl-1-(2-fluorobenzyl)-4-methyl-1H-pyrazol-3-yl]-5-methoxy-N-(pyridin-4-yl)pyrimidin-4-amine 2-1-10 (0.952 mmol, 1.0 eq.) were dissolved in 1.1 mL of dry dimethyl sulfoxide and 1.4 mL of dry 2-methylpropan-2-ol. 6.56 mL of 1M potassium 2-methylpropan-2-olate in THF (6.56 mmol, 6.9 eq.) were added. The mixture was flushed three times with oxygen and stirred for 5 hours at rt. Then the reaction mixture was partitioned between aqueous saturated ammonium chloride solution and ... Reactants: [BH4-], CC(C)(C)OC(=O)NCc1ccc(C=O)cc1, CCCN(CCC)CCCCN, CO, COC(OC)OC, [Na+], O. Product: CCCN(CCC)CCCCNCc1ccc(CNC(=O)OC(C)(C)C)cc1. As a reaction SMILES: [BH4-:37].[C:1]([CH3:2])([CH3:3])([CH3:4])[O:5][C:6]([NH:7][CH2:8][c:9]1[cH:10][cH:11][c:12]([CH:15]=[O:16])[cH:13][cH:14]1)=[O:17].[CH2:18]([CH2:19][CH3:20])[N:21]([CH2:22][CH2:23][CH2:24][CH2:25][NH2:26])[CH2:27][CH2:28][CH3:29].[CH3:39][OH:40].[CH:30]([O:31][CH3:32])([O:33][CH3:34])[O:35][CH3:36].[Na+:38].[OH2:41]>>[C:1]([CH3:2])([CH3:3])([CH3:4])[O:5][C:6]([NH:7][CH2:8][c:9]1[cH:10][cH:11][c:12]([CH2:15][NH:26][CH2:25][CH2:24][CH2:23][CH2:22][N:21]([CH2:18][CH2:19][CH3:20])[CH2:27][CH2:28][CH3:29])[cH:13][cH:14]1)=[O:17].